Dataset: the Open Reaction Database (ORD), a public repository of structured organic reaction records. Task: describe an organic reaction: reactants, conditions, products, and yield The reactants are Cuprous chloride, CNC (dimethylamine), ClC1=NC(=CN=C1)Cl (2,6-Dichloropyrazine). The solvent is C(C)(C)O (isopropanol). Reaction conditions: time 3 hour. Product: ClC1=NC(=CN=C1)N(C)C (2-Chloro-6-dimethylaminopyrazine). As a reaction SMILES: [CH3:1][NH:2][CH3:3].Cl[C:5]1[CH:10]=[N:9][CH:8]=[C:7]([Cl:11])[N:6]=1>C(O)(C)C>[Cl:11][C:7]1[CH:8]=[N:9][CH:10]=[C:5]([N:2]([CH3:3])[CH3:1])[N:6]=1. Reported procedure: Cuprous chloride (50 mg) is added to a solution of dimethylamine (36 g., 0.8 mole) in 260 ml of isopropanol. 2,6-Dichloropyrazine (49.9 g., 0.33 mole) is added to the mixture with stirring and cooling to maintain the temperature at 35°-40° C. After 3/4 hr. the cooling bath is removed and the reaction mixture is stored at ambient temperature for 16 hours and finally at 42°-48° C. for 3 hours. The solvent is removed under vacuum and the residue is dissolved in dilute hydrochloric acid. The aqueous... Reactants: OC1=C(C=C(C2=CC=CC=C12)NS(=O)(=O)C=1SC=CC1)SCC(=O)O (2-(1-hydroxy-4-(thiophene-2-sulfonamido)naphthalen-2-ylthio)acetic acid), ClC1=CC=C(S1)S(=O)(=O)/N=C/1\C=C(C(C2=CC=CC=C12)=O)Cl ((E)-5-chloro-N-(3-chloro-4-oxonaphthalen-1(4H)-ylidene)thiophene-2-sulfonamide). The product is ClC1=CC=C(S1)S(=O)(=O)NC1=CC(=C(C2=CC=CC=C12)O)SCC(=O)O (2-(4-(5-chlorothiophene-2-sulfonamido)-1-hydroxynaphthalen-2-ylthio)acetic acid), title compound. Isolated yield 54.0%. Reaction SMILES: [OH:1][C:2]1[C:11]2[C:6](=[CH:7][CH:8]=[CH:9][CH:10]=2)[C:5]([NH:12][S:13]([C:16]2[S:17][CH:18]=[CH:19][CH:20]=2)(=[O:15])=[O:14])=[CH:4][C:3]=1[S:21][CH2:22][C:23]([OH:25])=[O:24].[Cl:26]C1SC(S(/N=C2\C=C(Cl)C(=O)C3C\2=CC=CC=3)(=O)=O)=CC=1>>[Cl:26][C:18]1[S:17][C:16]([S:13]([NH:12][C:5]2[C:6]3[C:11](=[CH:10][CH:9]=[CH:8][CH:7]=3)[C:2]([OH:1])=[C:3]([S:21][CH2:22][C:23]([OH:25])=[O:24])[CH:4]=2)(=[O:15])=[O:14])=[CH:20][CH:19]=1. Procedure: 5.2.57 2-(4-(5-chlorothiophene-2-sulfonamido)-1-hydroxynaphthalen-2-ylthio)acetic acid (14o) was prepared according to the procedure of procedure B for 10a except using (E)-5-chloro-N-(3-chloro-4-oxonaphthalen-1(4H)-ylidene)thiophene-2-sulfonamide (12d), which afforded the title compound 32.4 mg (54%) as a white solid, m.p.: 143-145° C.